This data is from the Open Reaction Database (ORD), a public repository of structured organic reaction records. The task is: describe an organic reaction: reactants, conditions, products, and yield Starting materials: CS(=O)(=O)OC1CN(C(c2ccccc2)c2ccccc2)C1, CC1CNCC(C)O1, CCOC(C)=O, CC(C)O, C1COCCO1. The product is CC1CN(C2CN(C(c3ccccc3)c3ccccc3)C2)CC(C)O1. Reaction SMILES: [CH3:1][S:2]([O:3][CH:6]1[CH2:7][N:8]([CH:10]([c:11]2[cH:12][cH:13][cH:14][cH:15][cH:16]2)[c:17]2[cH:18][cH:19][cH:20][cH:21][cH:22]2)[CH2:9]1)(=[O:4])=[O:5].[CH3:23][CH:24]1[O:25][CH:26]([CH3:30])[CH2:27][NH:28][CH2:29]1.[CH3:41][CH2:42][O:43][C:44](=[O:45])[CH3:46].[CH:31]([OH:32])([CH3:33])[CH3:34].[O:35]1[CH2:36][CH2:37][O:38][CH2:39][CH2:40]1>>[CH:6]1([N:28]2[CH2:27][CH:26]([CH3:30])[O:25][CH:24]([CH3:23])[CH2:29]2)[CH2:7][N:8]([CH:10]([c:11]2[cH:12][cH:13][cH:14][cH:15][cH:16]2)[c:17]2[cH:18][cH:19][cH:20][cH:21][cH:22]2)[CH2:9]1. Reactants: FC=1C=NN(C1)C1(CC1)C(OCC)=N (Ethyl 1-(4-fluoro-1H-pyrazol-1-yl)cyclopropanecarbimidate), NC1=NC(=NC=C1N)N1C[C@@H](CCC1)C(=O)N1CCCC1 ((R)-(1-(4,5-diaminopyrimidin-2-yl)piperidin-3-yl)(pyrrolidin-1-yl)methanone). The solvent is C(C)(=O)O (acetic acid). Yields the product FC=1C=NN(C1)C1(CC1)C=1NC2=NC(=NC=C2N1)N1C[C@@H](CCC1)C(=O)N1CCCC1 ((R)-(1-(8-(1-(4-Fluoro-1H-pyrazol-1-yl)cyclopropyl)-9H-purin-2-yl)piperidin-3-yl)(pyrrolidin-1-yl)methanone). Reaction SMILES: [F:1][C:2]1[CH:3]=[N:4][N:5]([C:7]2([C:10](=[NH:14])OCC)[CH2:9][CH2:8]2)[CH:6]=1.N[C:16]1[C:21]([NH2:22])=[CH:20][N:19]=[C:18]([N:23]2[CH2:28][CH2:27][CH2:26][C@@H:25]([C:29]([N:31]3[CH2:35][CH2:34][CH2:33][CH2:32]3)=[O:30])[CH2:24]2)[N:17]=1>C(O)(=O)C>[F:1][C:2]1[CH:3]=[N:4][N:5]([C:7]2([C:10]3[NH:14][C:20]4[C:21]([N:22]=3)=[CH:16][N:17]=[C:18]([N:23]3[CH2:28][CH2:27][CH2:26][C@@H:25]([C:29]([N:31]5[CH2:35][CH2:34][CH2:33][CH2:32]5)=[O:30])[CH2:24]3)[N:19]=4)[CH2:8][CH2:9]2)[CH:6]=1. Procedure: Ethyl 1-(4-fluoro-1H-pyrazol-1-yl)cyclopropanecarbimidate (148 mg, 0.75 mmol) and acetic acid (0.8 mL) were added to the filtrate containing (R)-(1-(4,5-diaminopyrimidin-2-yl)piperidin-3-yl)(pyrrolidin-1-yl)methanone, prepared in the previous step. The reaction mixture was heated at reflux for 16 h. The solvent was removed under reduced pressure and the residue was partitioned between ethyl acetate and water. The organics were dried over sodium sulfate, filtered and concentrated under reduced pr... Reactants: CC12C(CC(CC1)(C2)C)(C(=O)O)C (1,2,4-Trimethyl-bicyclo[2.2.1]heptane-2-carboxylic acid), C(Cl)Cl (methylene chloride), S(=O)(Cl)Cl (thionyl chloride). Reaction conditions: time 1 hour. The product is COC(=O)C1(C2(CCC(C1)(C2)C)C)C (1,2,4-trimethyl-bicyclo[2.2.1]heptane-2-carboxylic acid methyl ester). Isolated yield 45.0%. RXN SMILES: [CH3:1][C:2]12[CH2:8][C:5]([CH3:9])([CH2:6][CH2:7]1)[CH2:4][C:3]2([CH3:13])[C:10]([OH:12])=[O:11].S(Cl)(Cl)=O.[CH2:18](Cl)Cl>>[CH3:18][O:11][C:10]([C:3]1([CH3:13])[CH2:4][C:5]2([CH3:9])[CH2:8][C:2]1([CH3:1])[CH2:7][CH2:6]2)=[O:12]. Reported procedure: 1,2,4-Trimethyl-bicyclo[2.2.1]heptane-2-carboxylic acid (obtained as detailed above) was dissolved in methylene chloride (50 mL), and added dropwise to thionyl chloride (100 mL) at 50° C. After 1 hour, excessive thionyl chloride was distilled out and methanol (100 mL) was added. The reaction mixture was stirred overnight and then poured into saturated aqueous sodium bicarbonate. The resulting mixture was extracted with toluene and the organic phase was distilled to provide 1,2,4-trimethyl-bicycl...